This data is from the Open Reaction Database (ORD), a public repository of structured organic reaction records. The task is: describe an organic reaction: reactants, conditions, products, and yield Starting materials: CN1C=NC(=C1C1=CC2=C(N=CN=C2S(=O)(=O)C)S1)C1=CC=CC=C1 (6-(1-Methyl-4-phenyl-1H-imidazol-5-yl)-4-(methylsulfonyl)thieno[2,3-d]pyrimidine), COC=1C=C(CN2C=NC(=C2C2=CC3=C(N=CN=C3SC)S2)C2=CC=CC=C2)C=CC1OC (6-[1-(3,4-Dimethoxybenzyl)-4-phenyl-1H-imidazol-5-yl]-4-(methylthio)thieno[2,3-d]pyrimidine). Yields the product COC=1C=C(CN2C=NC(=C2C2=CC3=C(N=CN=C3S(=O)(=O)C)S2)C2=CC=CC=C2)C=CC1OC (6-[1-(3,4-Dimethoxybenzyl)-4-phenyl-1H-imidazol-5-yl]-4-(methylsulfonyl)thieno[2,3-d]pyrimidine). Isolated yield 75.0%. As a reaction SMILES: [CH3:1][N:2]1[C:6]([C:7]2[S:19][C:10]3[N:11]=[CH:12][N:13]=[C:14]([S:15]([CH3:18])(=[O:17])=[O:16])[C:9]=3[CH:8]=2)=[C:5]([C:20]2[CH:25]=[CH:24][CH:23]=[CH:22][CH:21]=2)[N:4]=[CH:3]1.[CH3:26][O:27][C:28]1[CH:29]=[C:30]([CH:54]=[CH:55][C:56]=1[O:57][CH3:58])CN1C(C2SC3N=CN=C(SC)C=3C=2)=C(C2C=CC=CC=2)N=C1>>[CH3:26][O:27][C:28]1[CH:29]=[C:30]([CH:54]=[CH:55][C:56]=1[O:57][CH3:58])[CH2:1][N:2]1[C:6]([C:7]2[S:19][C:10]3[N:11]=[CH:12][N:13]=[C:14]([S:15]([CH3:18])(=[O:17])=[O:16])[C:9]=3[CH:8]=2)=[C:5]([C:20]2[CH:25]=[CH:24][CH:23]=[CH:22][CH:21]=2)[N:4]=[CH:3]1. Reported procedure: The title compound was prepared in 75% yield according to a procedure similar to the one described for intermediate 17 above but starting from 6-[1-(3,4-dimethoxybenzyl)-4-phenyl-1H-imidazol-5-yl]-4-(methylthio)thieno[2,3-d]pyrimidine (example 9) in place of 6-(1-methyl-4-phenyl-1H-imidazol-5-yl)-4-(methylthio)thieno[2,3-d]pyrimidine (example 7); Reactants: 1-hydroxybenzotrioxazole, Cl.C(C)N=C=NCCCN(C)C (1-ethyl-3-(3′-dimethylaminopropyl)carbodiimide hydrochloride), C1(=CC=CC=C1)C=1N=C(OC1C1=CC=CC=C1)[C@H]1[C@@H](CCC1)CC=1C=C(C(=O)O)C=CC1 (3-{[(1S,2R)-2-(4,5-diphenyloxazol-2-yl)-1-cyclopentyl)methyl}benzoic acid), C1=CC=C(C=C1)OC2=CC=CC=C2N (2-aminodiphenyl ether), resultant mixture. As a reaction SMILES: [C:1]1([C:7]2[N:8]=[C:9]([C@@H:18]3[CH2:22][CH2:21][CH2:20][C@H:19]3[CH2:23][C:24]3[CH:25]=[C:26]([CH:30]=[CH:31][CH:32]=3)[C:27](O)=[O:28])[O:10][C:11]=2[C:12]2[CH:17]=[CH:16][CH:15]=[CH:14][CH:13]=2)[CH:6]=[CH:5][CH:4]=[CH:3][CH:2]=1.[CH:33]1[CH:38]=[CH:37][C:36]([O:39][C:40]2[C:45]([NH2:46])=[CH:44][CH:43]=[CH:42][CH:41]=2)=[CH:35][CH:34]=1.Cl.C(N=C=NCCCN(C)C)C>CN(C=O)C.CN(C)C1C=CN=CC=1.CCOC(C)=O>[O:39]([C:40]1[CH:41]=[CH:42][CH:43]=[CH:44][C:45]=1[NH:46][C:27](=[O:28])[C:26]1[CH:30]=[CH:31][CH:32]=[C:24]([CH2:23][C@@H:19]2[CH2:20][CH2:21][CH2:22][C@H:18]2[C:9]2[O:10][C:11]([C:12]3[CH:17]=[CH:16][CH:15]=[CH:14][CH:13]=3)=[C:7]([C:1]3[CH:2]=[CH:3][CH:4]=[CH:5][CH:6]=3)[N:8]=2)[CH:25]=1)[C:36]1[CH:35]=[CH:34][CH:33]=[CH:38][CH:37]=1 |f:2.3|. Run in CN(C)C=O (DMF), CCOC(=O)C (EtOAc). Isolated yield 50.5%. Procedure details: To a mixture of 3-{[(1S,2R)-2-(4,5-diphenyloxazol-2-yl)-1-cyclopentyl)methyl}benzoic acid (120 mg, 0.284 mmol) and 2-aminodiphenyl ether (68 ml, 0.369 mmol) in DMF (5 ml) was added 1-hydroxybenzotrioxazole (58 mg, 0.426 mmol), 1-ethyl-3-(3′-dimethylaminopropyl)carbodiimide hydrochloride (109 mg, 0.568 mmol), and 4-dimethylaminopyridine (27 mg, 0.284 mmol). After stirring the mixture at room temperature for 2 hours, the reaction mixture was heated at 80° C. for 3 hours. Then, the resultant mixtur... The product is O(C1=CC=CC=C1)C1=C(C=CC=C1)NC(C1=CC(=CC=C1)C[C@H]1[C@@H](CCC1)C=1OC(=C(N1)C1=CC=CC=C1)C1=CC=CC=C1)=O (N-(2-phenoxyphenyl)-3-{[(1S,2R)-2-(4,5-diphenyloxazol-2-yl)-1-cyclopentyl]methyl}benzamide). Run at time 2 hour. The reagents and catalysts are CN(C1=CC=NC=C1)C (4-dimethylaminopyridine). Reactants: C(=O)(OC(C)(C)C)N[C@@H](CC1=CC=CC=C1)[C@@H]1C[C@H](C(O1)=O)CC1=CC(=CC=C1)F (5(S)-[1(S)-(Boc-amino)-2-phenylethyl]-3(R)-(m-fluorophenylmethyl)-dihydrofuran-2-(3H)-one), [OH-].[Li+] (lithium hydroxide). The solvent is C(OC)COC (dimethoxyethane). The product is C(=O)(OC(C)(C)C)N[C@H]([C@H](C[C@H](C(=O)O)CC1=CC(=CC=C1)F)O)CC1=CC=CC=C1 (5(S)-(Boc-amino)-4(S)-hydroxy-6-phenyl-2(R)-(m-fluorophenylmethyl)-hexanoic acid). RXN SMILES: [C:1]([NH:8][C@H:9]([C@H:17]1[O:21][C:20](=[O:22])[C@H:19]([CH2:23][C:24]2[CH:29]=[CH:28][CH:27]=[C:26]([F:30])[CH:25]=2)[CH2:18]1)[CH2:10][C:11]1[CH:16]=[CH:15][CH:14]=[CH:13][CH:12]=1)([O:3][C:4]([CH3:7])([CH3:6])[CH3:5])=[O:2].[OH-:31].[Li+]>C(COC)OC>[C:1]([NH:8][C@@H:9]([CH2:10][C:11]1[CH:16]=[CH:15][CH:14]=[CH:13][CH:12]=1)[C@@H:17]([OH:31])[CH2:18][C@@H:19]([CH2:23][C:24]1[CH:29]=[CH:28][CH:27]=[C:26]([F:30])[CH:25]=1)[C:20]([OH:21])=[O:22])([O:3][C:4]([CH3:7])([CH3:6])[CH3:5])=[O:2] |f:1.2|. Reported procedure: Analogously to Example 1i), 3.7 g (8.95 mmol) of 5(S)-[1(S)-(Boc-amino)-2-phenylethyl]-3(R)-(m-fluorophenylmethyl)-dihydrofuran-2-(3H)-one in 140 ml of dimethoxyethane are hydrolysed with 35.8 ml of 1M lithium hydroxide solution. Extraction of the evaporation residue of the reaction mixture from a mixture of ice, 120 ml of sat. ammonium chloride solution and 240 ml of 10% citric acid solution with a large amount of methylene chloride (solubility!) yields the title compound: tRet (I)=14.6 min. The reactants are Cl (hydrochloric acid), C(C)C=1N=C(N(C1)CCN1CCCC1)C1CCN(CC1)C(=O)OC(C)(C)C (tert-butyl 4-(4-ethyl-1-(2-(pyrrolidin-1-yl)ethyl)-1H-imidazol-2-yl)piperidine-1-carboxylate), [OH-].[Na+] (sodium hydroxide), P(O)(O)(O)=O (phosphoric acid). Run in O (water), ClCCl (dichloromethane), O (water). Reaction conditions: time 1 hour. Yields the product C(C)C=1N=C(N(C1)CCN1CCCC1)C1CCNCC1 (4-(4-ethyl-1-(2-(pyrrolidin-1-yl)ethyl)-1H-imidazol-2-yl)piperidine). Isolated yield 72.0%. As a reaction SMILES: [CH2:1]([C:3]1[N:4]=[C:5]([CH:15]2[CH2:20][CH2:19][N:18](C(OC(C)(C)C)=O)[CH2:17][CH2:16]2)[N:6]([CH2:8][CH2:9][N:10]2[CH2:14][CH2:13][CH2:12][CH2:11]2)[CH:7]=1)[CH3:2].P(=O)(O)(O)O.Cl.[OH-].[Na+]>ClCCl.O>[CH2:1]([C:3]1[N:4]=[C:5]([CH:15]2[CH2:16][CH2:17][NH:18][CH2:19][CH2:20]2)[N:6]([CH2:8][CH2:9][N:10]2[CH2:14][CH2:13][CH2:12][CH2:11]2)[CH:7]=1)[CH3:2] |f:3.4|. Procedure: Combine tert-butyl 4-(4-ethyl-1-(2-(pyrrolidin-1-yl)ethyl)-1H-imidazol-2-yl)piperidine-1-carboxylate; phosphoric acid (18.27 g, 38.50 mmol) and water (9.1 mL). Add 12 M hydrochloric acid in water (9.63 mL, 3.0 eq) dropwise and stir at room temperature. After one hour, adjust the pH of the reaction mixture with 2 M aqueous sodium hydroxide to 10. Dilute with dichloromethane. Separate the layers. Wash the aqueous phase with dichloromethane. Wash the organics with aqueous saturated sodium chloride.... Reactants: 1-ethyl-3-(3-dimethyl-aminopropyl)carbodiimide, O (Water), C(C1=CC=CC=C1)C1(CCCCC1)OC(=O)N[C@H](C(=O)OC)CCCC (methyl(2S)-2-({[(1-benzylcyclohexyl)oxy]carbonyl}amino)hexanoate), O.[OH-].[Li+] (lithium hydroxide monohydrate), C1(=CC=CC=C1)P(C1=CC=CC=C1)(C1=CC=CC=C1)=CC#N ((triphenylphosphoranylidene)acetonitrile). Reagents/catalysts: CN(C1=CC=NC=C1)C (DMAP). Solvent: O1CCCC1.O (tetrahydrofuran water). Conditions: time 4 hour. Yields the product C(#N)C(C(=O)[C@H](CCCC)NC(OC1(CCCCC1)CC1=CC=CC=C1)=O)=P(C1=CC=CC=C1)(C1=CC=CC=C1)C1=CC=CC=C1 (1-benzylcyclohexyl(1S)-1-[cyano(triphenylphosphoranylidene)acetyl]pentylcarbamate). The yield is 62.7%. Reaction SMILES: [CH2:1]([C:8]1([O:14][C:15]([NH:17][C@@H:18]([CH2:23][CH2:24][CH2:25][CH3:26])[C:19](OC)=[O:20])=[O:16])[CH2:13][CH2:12][CH2:11][CH2:10][CH2:9]1)[C:2]1[CH:7]=[CH:6][CH:5]=[CH:4][CH:3]=1.O.[OH-].[Li+].[C:30]1([P:36](=[CH:49][C:50]#[N:51])([C:43]2[CH:48]=[CH:47][CH:46]=[CH:45][CH:44]=2)[C:37]2[CH:42]=[CH:41][CH:40]=[CH:39][CH:38]=2)[CH:35]=[CH:34][CH:33]=[CH:32][CH:31]=1.O>O1CCCC1.O.CN(C)C1C=CN=CC=1>[C:50]([C:49](=[P:36]([C:37]1[CH:42]=[CH:41][CH:40]=[CH:39][CH:38]=1)([C:43]1[CH:48]=[CH:47][CH:46]=[CH:45][CH:44]=1)[C:30]1[CH:31]=[CH:32][CH:33]=[CH:34][CH:35]=1)[C:19]([C@@H:18]([NH:17][C:15](=[O:16])[O:14][C:8]1([CH2:1][C:2]2[CH:7]=[CH:6][CH:5]=[CH:4][CH:3]=2)[CH2:13][CH2:12][CH2:11][CH2:10][CH2:9]1)[CH2:23][CH2:24][CH2:25][CH3:26])=[O:20])#[N:51] |f:1.2.3,6.7|. Reported procedure: To 1.90 g (5.26 mmol) of methyl(2S)-2-({[(1-benzylcyclohexyl)oxy]carbonyl}amino)hexanoate in 18 mL of tetrahydrofuran:water (1:1) was added 308.8 mg (7.36 mmol) of lithium hydroxide monohydrate and the mixture was stirred at room temperature for 4 h. The solution was concentrated and extracted with diethyl ether. The aqueous layer was acidified with 1 N hydrochloric acid and extracted with diethyl ether. The organic layer was dried over magnesium sulfate, filtered, and concentrated. The residue ... Starting materials: C(=O)C1=CC=C(C=C1)C1=CCC(CC1)C(CNS(=O)(=O)C(C)C)C (N-[2-[4-[4-formylphenyl]-3-cyclohexen-1-yl]-propyl] 2-propanesulfonamide), solution, Br[Zn]C1CCCC1 (bromo cyclopentylzinc). The solvent is C1CCOC1 (THF). Yields the product C1CCC(C1)C1=CCC(CC1)C(CNS(=O)(=O)C(C)C)C (N-[2-[4-(4-cyclopentyl)-3-cyclohexen-1-yl]propyl] 2-propanesulfonamide). The yield is 44.7%. As a reaction SMILES: [CH:1]([C:3]1C=C[C:6]([C:9]2[CH2:14][CH2:13][CH:12]([CH:15]([CH3:24])[CH2:16][NH:17][S:18]([CH:21]([CH3:23])[CH3:22])(=[O:20])=[O:19])[CH2:11][CH:10]=2)=[CH:5][CH:4]=1)=O.Br[Zn]C1CCCC1>C1COCC1.Cl[Pd](Cl)([P](C1C=CC=CC=1)(C1C=CC=CC=1)C1C=CC=CC=1)[P](C1C=CC=CC=1)(C1C=CC=CC=1)C1C=CC=CC=1>[CH2:3]1[CH2:1][CH:6]([C:9]2[CH2:14][CH2:13][CH:12]([CH:15]([CH3:24])[CH2:16][NH:17][S:18]([CH:21]([CH3:23])[CH3:22])(=[O:19])=[O:20])[CH2:11][CH:10]=2)[CH2:5][CH2:4]1 |^1:39,58|. Procedure: Prepared as in Example 14, using 100 mg (0.25 mmol) of the material prepared in step A of Example 13, 1.25 ml of a 0.5 M solution of bromo cyclopentylzinc (0.63 mmol) and 9 mg (0.012 mmol) of bis(triphenylphosphine)palladium chloride in 1 ml of THF. Afforded 35 mg (45%) of the title compound. Ion Electrospray Mass Spectrum: M+1=314. Reagents/catalysts: Cl[Pd]([P](C1=CC=CC=C1)(C2=CC=CC=C2)C3=CC=CC=C3)([P](C4=CC=CC=C4)(C5=CC=CC=C5)C6=CC=CC=C6)Cl (bis(triphenylphosphine)palladium chloride). The reactants are ClC1=CC(=C(C=C1)O)F (4-chloro-2-fluorophenol), BrC(C(=O)OCC)(C)C (ethyl 2-bromoisobutyrate), C([O-])([O-])=O.[Cs+].[Cs+] (cesium carbonate). Solvent: CN(C=O)C (N,N-dimethylformamide), [Cl-].[Na+].O (brine). Conditions: temperature 55 celsius, time 18 hour. Yields the product ClC1=CC(=C(OC(C(=O)OCC)(C)C)C=C1)F (ethyl 2-(4-chloro-2-fluorophenoxy)-2-methylpropanoate). Reaction SMILES: [Cl:1][C:2]1[CH:7]=[CH:6][C:5]([OH:8])=[C:4]([F:9])[CH:3]=1.Br[C:11]([CH3:18])([CH3:17])[C:12]([O:14][CH2:15][CH3:16])=[O:13].C(=O)([O-])[O-].[Cs+].[Cs+]>CN(C)C=O.[Cl-].[Na+].O>[Cl:1][C:2]1[CH:7]=[CH:6][C:5]([O:8][C:11]([CH3:18])([CH3:17])[C:12]([O:14][CH2:15][CH3:16])=[O:13])=[C:4]([F:9])[CH:3]=1 |f:2.3.4,6.7.8|. Procedure details: A mixture of 4-chloro-2-fluorophenol (11.280 g, 77 mmol), ethyl 2-bromoisobutyrate (12.61 mL, 85 mmol) and cesium carbonate (37.6 g, 115 mmol) in N,N-dimethylformamide (100 mL) was stirred at 55° C. for 18 hours. The reaction mixture was poured into brine, and extracted with ethyl acetate (2×250 mL). The combined organic phases were washed with brine, dried (MgSO4) and concentrated. The crude product was used in the next step without additional purification. MS (DCI+) m/z 278 (M+NH4)+. Starting materials: COC1(c2ncccc2Cl)CCC2(CC1)OCCO2, Cl, C1COCCO1. Yields the product COC1(c2ncccc2Cl)CCC(=O)CC1. Reaction SMILES: [Cl:1][c:2]1[c:3]([C:8]2([O:18][CH3:19])[CH2:9][CH2:10][C:11]3([O:12][CH2:15][CH2:14][O:13]3)[CH2:16][CH2:17]2)[n:4][cH:5][cH:6][cH:7]1.[ClH:20].[O:21]1[CH2:22][CH2:23][O:24][CH2:25][CH2:26]1>>[Cl:1][c:2]1[c:3]([C:8]2([O:18][CH3:19])[CH2:9][CH2:10][C:11](=[O:12])[CH2:16][CH2:17]2)[n:4][cH:5][cH:6][cH:7]1.